Dataset: the Open Reaction Database (ORD), a public repository of structured organic reaction records. Task: describe an organic reaction: reactants, conditions, products, and yield Yields the product CC(C)(C)OC(=O)NCCNc1c(N)cnc2cc(Br)ccc12. Reactants: CC(C)(C)OC(=O)NCCNc1c([N+](=O)[O-])cnc2cc(Br)ccc12, CC#N, CC(C)O. Reaction SMILES: [Br:1][c:2]1[cH:3][cH:4][c:5]2[c:6]([NH:15][CH2:16][CH2:17][NH:18][C:19]([O:20][C:21]([CH3:22])([CH3:23])[CH3:24])=[O:25])[c:7]([N+:12]([O-:13])=[O:14])[cH:8][n:9][c:10]2[cH:11]1.[CH3:26][C:27]#[N:28].[CH:29]([OH:30])([CH3:31])[CH3:32]>>[Br:1][c:2]1[cH:3][cH:4][c:5]2[c:6]([NH:15][CH2:16][CH2:17][NH:18][C:19]([O:20][C:21]([CH3:22])([CH3:23])[CH3:24])=[O:25])[c:7]([NH2:12])[cH:8][n:9][c:10]2[cH:11]1. Reactants: BrC1=C(C=CC=C1)C(C#N)(C)C (2-(2-bromophenyl)-2-methylpropanenitrile), [OH-].[Na+] (NaOH), CC(C)(C)O (t-BuOH). Solvent: C(Cl)Cl (DCM). Run at temperature 100 celsius, time 40 hour. Yields the product BrC1=C(C=CC=C1)C(C(=O)N)(C)C (2-(2-Bromophenyl)-2-methylpropanamide), oil. Yield: 48.0%. As a reaction SMILES: [Br:1][C:2]1[CH:7]=[CH:6][CH:5]=[CH:4][C:3]=1[C:8]([CH3:12])([CH3:11])[C:9]#[N:10].[OH-].[Na+].CC([OH:19])(C)C>C(Cl)Cl>[Br:1][C:2]1[CH:7]=[CH:6][CH:5]=[CH:4][C:3]=1[C:8]([CH3:12])([CH3:11])[C:9]([NH2:10])=[O:19] |f:1.2|. Reported procedure: A mixture of 2-(2-bromophenyl)-2-methylpropanenitrile A33 (0.377 g, 1.68 mmol), NaOH (0.135 g, 3.37 mmol) and t-BuOH (4 mL) was stirred in a sealed vessel at 100° C. for 40 hours. The reaction mixture was cooled, diluted with DCM and filtered through Celite. The filtrate solvent was removed in vacuo and the residue was purified by column chromatography (Biotage Isolera, 24 g SiO2 cartridge, 0-100% EtOAc in petroleum benzine 40-60° C.) to give the title compound A34 as a colourless oil (0.192 g, ... Reactants: [OH-].[Na+] (sodium hydroxide), NC1=NC(=NC(=N1)N)Cl (2,4-diamino-6-chloro-1,3,5-triazine), C(C)N (ethylamine), O1CCOCC1 (1,4-dioxane). Solvent: O (water), O (water). The product is NC1=NC(=NC(=N1)N)NCC (2,4-diamino-6-ethylamino-1,3,5-triazine). Yield: 74.6%. RXN SMILES: [NH2:1][C:2]1[N:7]=[C:6]([NH2:8])[N:5]=[C:4](Cl)[N:3]=1.[CH2:10]([NH2:12])[CH3:11].O1CCOCC1.[OH-].[Na+]>O>[NH2:1][C:2]1[N:7]=[C:6]([NH2:8])[N:5]=[C:4]([NH:12][CH2:10][CH3:11])[N:3]=1 |f:3.4|. Reported procedure: A mixed solution of 14.5 g (0.1 mol) of 2,4-diamino-6-chloro-1,3,5-triazine prepared in Reference Example 1, 12.8 g (0.2 mol) of aqueous ethylamine solution (70%), 20 mL of water, and 50 mL of 1,4-dioxane was warmed with stirring and allowed to react at a reflux temperature for 4 hours. Thereafter, a solution of 4.0 g (0.1 mol) of sodium hydroxide in 15 mL of water was dropwise added thereto over 1 hour while maintaining the reflux state. After cooling the reaction mixture, the solvent and exces... Starting materials: Compound 6, N1(C=NC=C1)CC(=[N+](C)[O-])C=1SC=CC1 (2-(1H-Imidazol-1-yl)-N-methyl-1-(2-thienyl)ethanimine N-oxide), COC1=CC=C(C=C1)OCC=C (allyl 4-methoxyphenyl ether). The product is N1(C=NC=C1)CC1(N(OC(C1)COC1=CC=C(C=C1)OC)C)C=1SC=CC1 (3-(1H-Imidazol-1-ylmethyl)-5-[(4-methoxyphenoxy)methyl]-2-methyl-3-(2-thienyl)isoxazolidine). RXN SMILES: [N:1]1([CH2:6][C:7]([C:11]2[S:12][CH:13]=[CH:14][CH:15]=2)=[N+:8]([O-:10])[CH3:9])[CH:5]=[CH:4][N:3]=[CH:2]1.[CH3:16][O:17][C:18]1[CH:23]=[CH:22][C:21]([O:24][CH2:25][CH:26]=[CH2:27])=[CH:20][CH:19]=1>>[N:1]1([CH2:6][C:7]2([C:11]3[S:12][CH:13]=[CH:14][CH:15]=3)[CH2:27][CH:26]([CH2:25][O:24][C:21]3[CH:22]=[CH:23][C:18]([O:17][CH3:16])=[CH:19][CH:20]=3)[O:10][N:8]2[CH3:9])[CH:5]=[CH:4][N:3]=[CH:2]1. Reported procedure: Compound 6 (R=CH2OC6H4OCH3 -4) can be prepared by a method similar to that described in Example 1 by reacting 2-(1H-imidazol-1-yl)-N-methyl-1-(2-thienyl)ethanimine N-oxide (4) with allyl 4-methoxyphenyl ether. The reactants are BrC=1C=C(CBr)C=CC1 (3-bromobenzyl bromide), C1(CC1)CN1[C@H]2[C@@]34C[C@@H]([C@@]([C@H]5[C@]3(CC1)C1=C(O5)C(=CC=C1C2)O)(CC4)OC)COCC=4C=C(C=CC4)NC(C4=CC=CC=C4)=O (N-(3-((((4R,4aS,6R,7R,7aR,12bS)-3-(cyclopropylmethyl)-9-hydroxy-7-methoxy-1,2,3,4,5,6,7,7a-octahydro-4a,7-ethano-4,12-methanobenzofuro[3,2-e]isoquinolin-6-yl)methoxy)methyl)phenyl)benzamide), C1(CC1)CN1[C@H]2[C@@]34C[C@@H]([C@@]([C@H]5[C@]3(CC1)C1=C(O5)C(=CC=C1C2)O)(CC4)OC)COCC=4C=C(C=CC4)NC(C4=CC=CC=C4)=O (N-(3-((((4R,4aS,6R,7R,7aR,12bS)-3-(cyclopropylmethyl)-9-hydroxy-7-methoxy-1,2,3,4,5,6,7,7a-octahydro-4a,7-ethano-4,12-methanobenzofuro[3,2-e]isoquinolin-6-yl)methoxy)methyl)phenyl)benzamide), aryl bromide, NC1=CC=CC=C1 (aniline), NC1=CC=CC=C1 (aniline), C(C1=CC=CC=C1)(=O)Cl (benzoyl chloride), C(=O)(C(F)(F)F)O (TFA). The product is C1(CC1)CN1[C@H]2[C@@]34C[C@@H]([C@@]([C@H]5[C@]3(CC1)C1=C(O5)C(=CC=C1C2)O)(CC4)OC)COCC=4C=C(C=CC4)NC(C4=CC=CC=C4)=O (N-(3-((((4R,4aS,6R,7R,7aR,12bS)-3-(cyclopropylmethyl)-9-hydroxy-7-methoxy-1,2,3,4,5,6,7,7a-octahydro-4a,7-ethano-4,12-methanobenzofuro[3,2-e]isoquinolin-6-yl)methoxy)methyl)phenyl)benzamide), Cl (HCl). As a reaction SMILES: [CH:1]1([CH2:4][N:5]2[CH2:14][CH2:13][C@@:12]34[C:15]5[C:21]6[CH2:22][C@@H:6]2[C@@:7]23[CH2:25][CH2:24][C@:10]([O:26][CH3:27])([C@@H:11]4[O:17][C:16]=5[C:18]([OH:23])=[CH:19][CH:20]=6)[C@@H:9]([CH2:28][O:29][CH2:30][C:31]3[CH:32]=[C:33]([NH:37][C:38](=[O:45])[C:39]4[CH:44]=[CH:43][CH:42]=[CH:41][CH:40]=4)[CH:34]=[CH:35][CH:36]=3)[CH2:8]2)[CH2:3][CH2:2]1.BrC1C=C(C=CC=1)CBr.NC1C=CC=CC=1.C([Cl:70])(=O)C1C=CC=CC=1.C(O)(C(F)(F)F)=O>>[CH:1]1([CH2:4][N:5]2[CH2:14][CH2:13][C@@:12]34[C:15]5[C:21]6[CH2:22][C@@H:6]2[C@@:7]23[CH2:25][CH2:24][C@:10]([O:26][CH3:27])([C@@H:11]4[O:17][C:16]=5[C:18]([OH:23])=[CH:19][CH:20]=6)[C@@H:9]([CH2:28][O:29][CH2:30][C:31]3[CH:32]=[C:33]([NH:37][C:38](=[O:45])[C:39]4[CH:44]=[CH:43][CH:42]=[CH:41][CH:40]=4)[CH:34]=[CH:35][CH:36]=3)[CH2:8]2)[CH2:3][CH2:2]1.[ClH:70]. Procedure: In a similar manner N-(3-((((4R,4aS,6R,7R,7aR,12bS)-3-(cyclopropylmethyl)-9-hydroxy-7-methoxy-1,2,3,4,5,6,7,7a-octahydro-4a,7-ethano-4,12-methanobenzofuro[3,2-e]isoquinolin-6-yl)methoxy)methyl)phenyl)benzamide (Compound 74) was prepared from C using 3-bromobenzyl bromide, followed by conversion of the aryl bromide to the aniline, subsequent reaction of the aniline with benzoyl chloride and final cleavage of the p-methoxybenzyl group by TFA. Purification by flash column chromatography (silica gel...